From a dataset of the Open Reaction Database (ORD), a public repository of structured organic reaction records. describe an organic reaction: reactants, conditions, products, and yield The reactants are CC(=O)SCC1CCCCCCC(C(=O)N2C(=O)OCC2Cc2ccccc2)NC1=O, [Li+], C1CCOC1, [OH-], O, O. Yields the product CC(=O)SCC1CCCCCCC(C(=O)O)NC1=O. Reaction SMILES: [C:1]([CH3:2])(=[O:3])[S:4][CH2:5][CH:6]1[C:7](=[O:31])[NH:8][CH:9]([C:16](=[O:17])[N:18]2[CH:19]([CH2:20][c:21]3[cH:22][cH:23][cH:24][cH:25][cH:26]3)[CH2:27][O:28][C:29]2=[O:30])[CH2:10][CH2:11][CH2:12][CH2:13][CH2:14][CH2:15]1.[Li+:34].[O:35]1[CH2:36][CH2:37][CH2:38][CH2:39]1.[OH-:33].[OH2:32].[OH2:40]>>[C:1]([CH3:2])(=[O:3])[S:4][CH2:5][CH:6]1[C:7](=[O:31])[NH:8][CH:9]([C:16]([OH:17])=[O:32])[CH2:10][CH2:11][CH2:12][CH2:13][CH2:14][CH2:15]1. The reactants are Cl (hydrochloric acid), O1C2(OCC1)CCSC1=C2C=C(C=C1)C(=O)O (2,3-dihydrospiro[4H-1-benzothiopyran-4,2 '[1,3]dioxolane]-6-carboxylic acid), C(C)(=O)[O-].[Na+] (sodium acetate), OOS(=O)[O-].[K+] (OXONE), S(=O)(=O)(O[O-])[O-].[K+].[K+] (potassium peroxymonosulfate). Solvent: O (water), CO (methanol), O (water). Conditions: temperature 0 celsius, time 8 hour. The product is O1C2(OCC1)CCS(C1=C2C=C(C=C1)C(=O)O)(=O)=O (2,3-dihydrospiro[4H-1-benzothiopyran-4,2'-[1,3]dioxolane]-6-carboxylic acid 1,1-dioxide). Isolated yield 72.2%. Reaction SMILES: [O:1]1[CH2:5][CH2:4][O:3][C:2]21[C:10]1[CH:11]=[C:12]([C:15]([OH:17])=[O:16])[CH:13]=[CH:14][C:9]=1S[CH2:7][CH2:6]2.C([O-])(=O)C.[Na+].O[O:24][S:25]([O-:27])=O.[K+].S([O-])(O[O-])(=O)=O.[K+].[K+].Cl>O.CO>[O:1]1[CH2:5][CH2:4][O:3][C:2]21[C:10]1[CH:11]=[C:12]([C:15]([OH:17])=[O:16])[CH:13]=[CH:14][C:9]=1[S:25](=[O:27])(=[O:24])[CH2:7][CH2:6]2 |f:1.2,3.4,5.6.7|. Reported procedure: 8.5 g (0.034 mol) of the title compound of Step D and 41.5 g (0.51 mol) of sodium acetate were added to 160 mL of methanol. The suspension was cooled to about 0° C., and a solution of 35.2 g (0.057 mol) of OXONE® (potassium peroxymonosulfate, purchased from Aldrich Chemical Company) in 160 mL of water was added dropwise while keeping the temperature below 6° C. The mixture was warmed to room temperature and stirred under nitrogen overnight. The mixture was diluted with 100 mL of water, cooled to...